Dataset: the Open Reaction Database (ORD), a public repository of structured organic reaction records. Task: describe an organic reaction: reactants, conditions, products, and yield Reactants: O=P12OP3(=O)OP(=O)(O1)OP(=O)(O2)O3 (P2O5), O=P12OP3(=O)OP(=O)(O1)OP(=O)(O2)O3 (P2O5), C1(=CC=CC=C1)C=1OC=CC1 (2-Phenyl-furan), BrC=1C=C(C=CC1)CC(=O)O ((3-bromo-phenyl)-acetic acid). Solvent: ClC1=C(C=CC=C1)Cl (ortho-dichlorobenzene), ClC1=C(C=CC=C1)Cl (ortho-dichlorobenzene). Reaction conditions: temperature 80 celsius, time 3 hour. The product is BrC=1C=C(C=CC1)CC(=O)C=1OC(=CC1)C1=CC=CC=C1 (2-(3-Bromo-phenyl)-1-(5-phenyl-furan-2-yl)-ethanone). As a reaction SMILES: [C:1]1([C:7]2[O:8][CH:9]=[CH:10][CH:11]=2)[CH:6]=[CH:5][CH:4]=[CH:3][CH:2]=1.[Br:12][C:13]1[CH:14]=[C:15]([CH2:19][C:20](O)=[O:21])[CH:16]=[CH:17][CH:18]=1.O=P12OP3(OP(OP(O3)(O1)=O)(=O)O2)=O>ClC1C=CC=CC=1Cl>[Br:12][C:13]1[CH:14]=[C:15]([CH2:19][C:20]([C:9]2[O:8][C:7]([C:1]3[CH:2]=[CH:3][CH:4]=[CH:5][CH:6]=3)=[CH:11][CH:10]=2)=[O:21])[CH:16]=[CH:17][CH:18]=1. Reported procedure: 2-Phenyl-furan (119) (50 mg, 0.28 mmol) and (3-bromo-phenyl)-acetic acid (134 mg, 0.63 mmol) were dissolved in ortho-dichlorobenzene (4 ml). P2O5 (202 mg, 1.42 mmol) was added as a suspension in ortho-dichlorobenzene (2 ml). The reaction mixture was heated to 80° C. for 2 h and cooled to room temperature overnight. After the addition of further P2O5 (202 mg, 1.42 mmol), heating was resumed at 90° C. for 3 h. The reaction mixture was cooled to 0° C. and quenched with H2O (15 ml). The organic laye... Starting materials: ClC1=C(C=NC=C1)[N+](=O)[O-] (4-chloro-3-nitropyridine), C(C)OC1=C(CO)C=CC=C1 (2-ethoxybenzyl alcohol). The product is C(C)OC1=C(COC2=C(C=NC=C2)[N+](=O)[O-])C=CC=C1 (4-(2-ethoxybenzyloxy)-3-nitropyridine). Isolated yield 65.9%. RXN SMILES: Cl[C:2]1[CH:7]=[CH:6][N:5]=[CH:4][C:3]=1[N+:8]([O-:10])=[O:9].[CH2:11]([O:13][C:14]1[CH:21]=[CH:20][CH:19]=[CH:18][C:15]=1[CH2:16][OH:17])[CH3:12]>>[CH2:11]([O:13][C:14]1[CH:21]=[CH:20][CH:19]=[CH:18][C:15]=1[CH2:16][O:17][C:2]1[CH:7]=[CH:6][N:5]=[CH:4][C:3]=1[N+:8]([O-:10])=[O:9])[CH3:12]. Procedure: In accordance with the same procedures as in Preparation 2, except for using 4-chloro-3-nitropyridine prepared in Step 1 of Preparation 1 and 2-ethoxybenzyl alcohol, the titled compound was obtained as a yellow solid. (Yield: 65.9%)